From a dataset of the Open Reaction Database (ORD), a public repository of structured organic reaction records. describe an organic reaction: reactants, conditions, products, and yield The reactants are COC(C(=O)O)c1ccc(-c2nnn(C)n2)cc1, COCCN(CCOC)S(F)(F)F, CNOC, CCN(C(C)C)C(C)C, ClCCl, Cl, [Na+], O=C([O-])O. The product is COC(C(=O)N(C)OC)c1ccc(-c2nnn(C)n2)cc1. As a reaction SMILES: [CH3:1][O:2][CH:3]([C:4](=[O:5])[OH:6])[c:7]1[cH:8][cH:9][c:10](-[c:13]2[n:14][n:15][n:16]([CH3:18])[n:17]2)[cH:11][cH:12]1.[CH3:28][O:29][CH2:30][CH2:31][N:32]([S:33]([F:34])([F:35])[F:36])[CH2:37][CH2:38][O:39][CH3:40].[CH3:41][NH:42][O:43][CH3:44].[CH:19]([N:20]([CH2:21][CH3:22])[CH:23]([CH3:24])[CH3:25])([CH3:26])[CH3:27].[Cl:51][CH2:52][Cl:53].[ClH:45].[Na+:50].[O-:46][C:47]([OH:48])=[O:49]>>[CH3:1][O:2][CH:3]([C:4](=[O:6])[N:42]([CH3:41])[O:43][CH3:44])[c:7]1[cH:8][cH:9][c:10](-[c:13]2[n:14][n:15][n:16]([CH3:18])[n:17]2)[cH:11][cH:12]1. Reactants: N#Cc1nc(Cl)c(-c2ccccc2)nc1C#N, CCCN, Cc1ccccc1, [Na+], [OH-]. The product is CCCNc1nc(C#N)c(C#N)nc1-c1ccccc1. RXN SMILES: [C:1](#[N:2])[c:3]1[n:4][c:5](-[c:12]2[cH:13][cH:14][cH:15][cH:16][cH:17]2)[c:6]([Cl:11])[n:7][c:8]1[C:9]#[N:10].[CH2:18]([CH2:19][CH3:20])[NH2:21].[CH3:24][c:25]1[cH:26][cH:27][cH:28][cH:29][cH:30]1.[Na+:23].[OH-:22]>>[C:1](#[N:2])[c:3]1[n:4][c:5](-[c:12]2[cH:13][cH:14][cH:15][cH:16][cH:17]2)[c:6]([NH:21][CH2:18][CH2:19][CH3:20])[n:7][c:8]1[C:9]#[N:10]. The reactants are ClC1=NC=C(C=C1)I (2-chloro-5-iodopyridine), CN(CCN)C (N,N-dimethylethylenediamine). The solvent is C(C)OCCO (2-ethoxyethanol), CCOC(=O)C (EtOAc). Yields the product CN(CCNC1=NC=C(C=C1)I)C (N,N-Dimethyl-N′-(5-iodopyridin-2-yl)ethane-1,2-diamine). Isolated yield 34.7%. Reaction SMILES: Cl[C:2]1[CH:7]=[CH:6][C:5]([I:8])=[CH:4][N:3]=1.[CH3:9][N:10]([CH3:14])[CH2:11][CH2:12][NH2:13]>C(OCCO)C.CCOC(C)=O>[CH3:9][N:10]([CH3:14])[CH2:11][CH2:12][NH:13][C:2]1[CH:7]=[CH:6][C:5]([I:8])=[CH:4][N:3]=1. Procedure: A stirred solution of 2-chloro-5-iodopyridine (0.50 g, 2.18 mmol) and N,N-dimethylethylenediamine (0.81 g, 1.00 mL, 9.20 mmol) in 2-ethoxyethanol (5 mL) was heated in a sealed tube under microwave irradiation at 125° C. for 1 h. The reaction mixture was then diluted with EtOAc (50 mL), washed with water (3×20 mL), dried (MgSO4), filtered and concentrated in vacuo. The residual oil was purified by column chromatography (SiO2, 3:1 EtOAc/MeOH) to give the title compound (0.22 g, 36%) as a viscous o... Starting materials: FC(C(=O)O)(F)F (Trifluoroacetic acid), COC(CC=1C=C(C=C(C1)O)C1=C(C=C(C=C1)C(CC)(CC)C1=CC(=C(C=C1)CCC(C(C)(C)C)O[Si](C)(C)C(C)(C)C)C)C)=O ([4′-(1-{4-[3-(t-butyl-dimethyl-silanyloxy)-4,4-dimethyl-pentyl]-3-methyl-phenyl}-1-ethyl-propyl)-5-hydroxy-2′-methyl-biphenyl-3-yl]-acetic acid methyl ester). The solvent is ClCCl (dichloromethane). Conditions: time 1 hour. The product is COC(CC=1C=C(C=C(C1)O)C1=C(C=C(C=C1)C(CC)(C1=CC(=C(C=C1)CCC(C(C)(C)C)O)C)CC)C)=O ((4′-{1-ethyl-1-[4-(3-hydroxy-4,4-dimethyl-pentyl)-3-methyl-phenyl]-propyl}-5-hydroxy-2′-methyl-biphenyl-3-yl)-acetic Acid Methyl Ester). Yield: 92.1%. As a reaction SMILES: FC(F)(F)C(O)=O.[CH3:8][O:9][C:10](=[O:53])[CH2:11][C:12]1[CH:13]=[C:14]([C:19]2[CH:24]=[CH:23][C:22]([C:25]([C:30]3[CH:35]=[CH:34][C:33]([CH2:36][CH2:37][CH:38]([O:43][Si](C(C)(C)C)(C)C)[C:39]([CH3:42])([CH3:41])[CH3:40])=[C:32]([CH3:51])[CH:31]=3)([CH2:28][CH3:29])[CH2:26][CH3:27])=[CH:21][C:20]=2[CH3:52])[CH:15]=[C:16]([OH:18])[CH:17]=1>ClCCl>[CH3:8][O:9][C:10](=[O:53])[CH2:11][C:12]1[CH:13]=[C:14]([C:19]2[CH:24]=[CH:23][C:22]([C:25]([CH2:28][CH3:29])([C:30]3[CH:35]=[CH:34][C:33]([CH2:36][CH2:37][CH:38]([OH:43])[C:39]([CH3:41])([CH3:42])[CH3:40])=[C:32]([CH3:51])[CH:31]=3)[CH2:26][CH3:27])=[CH:21][C:20]=2[CH3:52])[CH:15]=[C:16]([OH:18])[CH:17]=1. Procedure details: Trifluoroacetic acid (0.17 mL) was added to a solution of [4′-(1-{4-[3-(t-butyl-dimethyl-silanyloxy)-4,4-dimethyl-pentyl]-3-methyl-phenyl}-1-ethyl-propyl)-5-hydroxy-2′-methyl-biphenyl-3-yl]-acetic acid methyl ester (Example 164-(3); 23.1 mg, 0.0358 mmol) in dichloromethane (0.85 mL) at room temperature, and the mixture was stirred at room temperature for one hour. The solvent in the reaction solution was distilled off under reduced pressure, and the residue was diluted with diethyl ether. The mi... Starting materials: C(C)(C)(C)P (tert-butylphosphine), C(CCC)[Sn](C1=CC=NC=C1)(CCCC)CCCC (4-(tributylstannyl)pyridine), BrC1=CC(=C(C=C1)C1(CC1)C(=O)N1C[C@]2(CC1)OC(C1=C2C=CC=C1)=O)F ((1R)-1′-{[1-(4-bromo-2-fluorophenyl)cyclopropyl]carbonyl}-3H-spiro[2-benzofuran-1,3′-pyrrolidin]-3-one), 238, O1CCCC1 (tetrahydrofuran). Reagents/catalysts: C=1C=CC(=CC1)/C=C/C(=O)/C=C/C2=CC=CC=C2.C=1C=CC(=CC1)/C=C/C(=O)/C=C/C2=CC=CC=C2.C=1C=CC(=CC1)/C=C/C(=O)/C=C/C2=CC=CC=C2.[Pd].[Pd] (tris(dibenzylideneacetone)dipalladium(0)). Run at temperature 120 celsius. Product: FC1=C(C=CC(=C1)C1=CC=NC=C1)C1(CC1)C(=O)N1C[C@]2(CC1)OC(C1=C2C=CC=C1)=O ((1R)-1′-{[1-(2-Fluoro-4-pyridin-4-ylphenyl)cyclopropyl]carbonyl}-3H-spiro[2-benzofuran-1,3′-pyrrolidin]-3-one). As a reaction SMILES: Br[C:2]1[CH:7]=[CH:6][C:5]([C:8]2([C:11]([N:13]3[CH2:17][CH2:16][C@@:15]4([C:21]5[CH:22]=[CH:23][CH:24]=[CH:25][C:20]=5[C:19](=[O:26])[O:18]4)[CH2:14]3)=[O:12])[CH2:10][CH2:9]2)=[C:4]([F:27])[CH:3]=1.O1CCCC1.C(P)(C)(C)C.C([Sn](CCCC)(CCCC)[C:43]1[CH:48]=[CH:47][N:46]=[CH:45][CH:44]=1)CCC>C1C=CC(/C=C/C(/C=C/C2C=CC=CC=2)=O)=CC=1.C1C=CC(/C=C/C(/C=C/C2C=CC=CC=2)=O)=CC=1.C1C=CC(/C=C/C(/C=C/C2C=CC=CC=2)=O)=CC=1.[Pd].[Pd]>[F:27][C:4]1[CH:3]=[C:2]([C:43]2[CH:48]=[CH:47][N:46]=[CH:45][CH:44]=2)[CH:7]=[CH:6][C:5]=1[C:8]1([C:11]([N:13]2[CH2:17][CH2:16][C@@:15]3([C:21]4[CH:22]=[CH:23][CH:24]=[CH:25][C:20]=4[C:19](=[O:26])[O:18]3)[CH2:14]2)=[O:12])[CH2:10][CH2:9]1 |f:4.5.6.7.8|. Reported procedure: To a solution of (1R)-1′-{[1-(4-bromo-2-fluorophenyl)cyclopropyl]carbonyl}-3H-spiro[2-benzofuran-1,3′-pyrrolidin]-3-one (30 mg, 0.00007 mol, this compound was prepared by using a method that was analogous to that used for the synthesis of 238) in tetrahydrofuran (0.2 mL, 0.002 mol) were added tris(dibenzylideneacetone)dipalladium(0) (3 mg, 0.000003 mol), ti-tert-butylphosphine (1.7 mg, 0.0000083 mol), 4-(tributylstannyl)pyridine (30.7 mg, 0.0000835 mol), and the mixture was heated to 120° C. und...